From a dataset of the Open Reaction Database (ORD), a public repository of structured organic reaction records. describe an organic reaction: reactants, conditions, products, and yield Reactants: CC1=NC(=CC(=C1C=1C=C(C=CC1)CO)C)OCCCS(=O)(=O)C ([3-[2,4-dimethyl-6-(3-methylsulfonylpropoxy)pyridin-3-yl]phenyl]methanol), C1(=CC=CC=C1)P(C1=CC=CC=C1)C1=CC=CC=C1 (triphenylphosphine), C(Br)(Br)(Br)Br (carbon tetrabromide). The solvent is C(Cl)Cl (methylene chloride), C(Cl)Cl (methylene chloride), resultant solution. Product: BrCC=1C=C(C=CC1)C=1C(=NC(=CC1C)OCCCS(=O)(=O)C)C (3-[3-(Bromomethyl)phenyl]-2,4-dimethyl-6-(3-methylsulfonylpropoxy)Pyridine). Yield: 59.3%. RXN SMILES: [CH3:1][C:2]1[C:7]([C:8]2[CH:9]=[C:10]([CH2:14]O)[CH:11]=[CH:12][CH:13]=2)=[C:6]([CH3:16])[CH:5]=[C:4]([O:17][CH2:18][CH2:19][CH2:20][S:21]([CH3:24])(=[O:23])=[O:22])[N:3]=1.C(Br)(Br)(Br)[Br:26].C1(P(C2C=CC=CC=2)C2C=CC=CC=2)C=CC=CC=1>C(Cl)Cl>[Br:26][CH2:14][C:10]1[CH:9]=[C:8]([C:7]2[C:2]([CH3:1])=[N:3][C:4]([O:17][CH2:18][CH2:19][CH2:20][S:21]([CH3:24])(=[O:23])=[O:22])=[CH:5][C:6]=2[CH3:16])[CH:13]=[CH:12][CH:11]=1. Reported procedure: [3-[2,4-dimethyl-6-(3-methylsulfonylpropoxy)pyridin-3-yl]phenyl]methanol (0.30 g) synthesized according to the methods in (Reference Example 5) and (Example 11) <Step 2> and carbon tetrabromide (0.34 g) were dissolved in methylene chloride (1.8 mL) and to the resultant solution, a solution of triphenylphosphine (0.34 g) in methylene chloride (0.9 mL) was added, followed by stirring the resultant reaction mixture at room temperature for 3 hours. From the reaction mixture, the solvent was distille...